This data is from the Open Reaction Database (ORD), a public repository of structured organic reaction records. The task is: describe an organic reaction: reactants, conditions, products, and yield The reactants are COc1cc([N+](=O)[O-])ccc1-c1sc(C)nc1C, CCO, [Cl-]. The product is COc1cc(N)ccc1-c1sc(C)nc1C. As a reaction SMILES: [CH3:1][O:2][c:3]1[c:4](-[c:12]2[c:13]([CH3:18])[n:14][c:15]([CH3:17])[s:16]2)[cH:5][cH:6][c:7]([N+:9]([O-:10])=[O:11])[cH:8]1.[CH3:20][CH2:21][OH:22].[Cl-:19]>>[CH3:1][O:2][c:3]1[c:4](-[c:12]2[c:13]([CH3:18])[n:14][c:15]([CH3:17])[s:16]2)[cH:5][cH:6][c:7]([NH2:9])[cH:8]1. The reactants are Cl.Cl.Cl.ClC1=C2C=C(N=CC2=C(C=C1)Cl)C=1C(=NC=C(C1)C=1C=NN(C1)C1CCNCC1)N (3-(5,8-dichloroisoquinolin-3-yl)-5-(1-piperidin-4-yl-1H-pyrazol-4-yl)-pyridin-2-ylamine trihydrochloride), C1=NC(=CC2=CC=CC=C12)OS(=O)(=O)C(F)(F)F (trifluoromethanesulfonic acid isoquinolin-3-yl ester). Yields the product Cl.Cl.Cl.C1=NC(=CC2=CC=CC=C12)C=1C(=NC=C(C1)C=1C=NN(C1)C1CCNCC1)N (3-Isoquinolin-3-yl-5-(1-piperidin-4-yl-1H-pyrazol-4-yl)-pyridin-2-ylamine trihydrochloride). Reaction SMILES: [ClH:1].Cl.Cl.[Cl:4][C:5]1[CH:14]=[CH:13][C:12](Cl)=[C:11]2[C:6]=1[CH:7]=[C:8]([C:16]1[C:17]([NH2:33])=[N:18][CH:19]=[C:20]([C:22]3[CH:23]=[N:24][N:25]([CH:27]4[CH2:32][CH2:31][NH:30][CH2:29][CH2:28]4)[CH:26]=3)[CH:21]=1)[N:9]=[CH:10]2.C1C2C(=CC=CC=2)C=C(OS(C(F)(F)F)(=O)=O)N=1>>[ClH:4].[ClH:1].[ClH:4].[CH:10]1[C:11]2[C:6](=[CH:5][CH:14]=[CH:13][CH:12]=2)[CH:7]=[C:8]([C:16]2[C:17]([NH2:33])=[N:18][CH:19]=[C:20]([C:22]3[CH:23]=[N:24][N:25]([CH:27]4[CH2:28][CH2:29][NH:30][CH2:31][CH2:32]4)[CH:26]=3)[CH:21]=2)[N:9]=1 |f:0.1.2.3,5.6.7.8|. Procedure details: The procedure for the preparation of 3-(5,8-dichloroisoquinolin-3-yl)-5-(1-piperidin-4-yl-1H-pyrazol-4-yl)-pyridin-2-ylamine trihydrochloride was followed, except using trifluoromethanesulfonic acid isoquinolin-3-yl ester in place of trifluoromethanesulfonic acid 5,8-dichloroisoquinolin-3-yl ester. This afforded the title compound as a yellow solid. 1H NMR (400 MHz, CD3OD): δ=2.39 (br. s., 4H), 3.22-3.31 (m, 2H), 3.57-3.66 (m, 2H), 4.61-4.74 (m, 1H), 7.95 (t, J=7.5 Hz, 1H), 8.04-8.11 (m, 2H), 8.... Reactants: 190, C(C=C)#N (acrylonitrile), cuprous chloride, Cl (hydrochloric acid), diazonium chloride, N(=O)[O-].[Na+] (sodium nitrite), diazo, C(C=1C(N)=CC=CC1)(=O)O (anthranilic acid), Cl (hydrochloric acid), 138. Run in CC(=O)C (acetone), [Cl-].[Na+].O (brine), C(C)(=O)O (acetic acid). The product is ClC(CC1=C(C(=O)O)C=CC=C1)C#N (2-(2-chloro-2-cyanoethyl) benzoic acid). RXN SMILES: [C:1]([OH:10])(=[O:9])[C:2]1[C:3](=[CH:5][CH:6]=[CH:7][CH:8]=1)N.[ClH:11].N([O-])=O.[Na+].[C:16](#[N:19])[CH:17]=[CH2:18]>[Cl-].[Na+].O.CC(C)=O.C(O)(=O)C>[Cl:11][CH:17]([C:16]#[N:19])[CH2:18][C:3]1[CH:5]=[CH:6][CH:7]=[CH:8][C:2]=1[C:1]([OH:10])=[O:9] |f:2.3,5.6.7|. Procedure details: 274 parts of anthranilic acid are mixed with 650 parts of hydrochloric acid (density 1.15) and 560 parts of crystallizable acetic acid. The mixture is cooled externally to 0° C. by means of a brine, then diazotised by means of 138 parts of sodium nitrite. The solution of the diazo derivative is then poured, whilst being stirred, into a mixture of 190 parts of acetone and 370 parts of acrylonitrile, at the same time as a solution of 6 parts of cuprous chloride in 50 parts of hydrochloric acid (de... Reactants: C(C1=CC=CC=C1)OC1=CC(=C(C(=O)NC2=C(C(=CC(=C2)C=2C(=NC=CC2)OC)C(C)(C)C)OC)C=C1)F (4-benzyloxy-N-[3-tert-butyl-2-methoxy-5-(2-methoxy-pyridin-3-yl)-phenyl]-2-fluoro-benzamide), Br (HBr). Solvent: CC(=O)O (HOAc). Reaction conditions: time 6 hour. Yields the product C(C)(C)(C)C=1C(=C(C=C(C1)C=1C(NC=CC1)=O)NC(C1=C(C=C(C=C1)O)F)=O)OC (N-[3-tert-Butyl-2-methoxy-5-(2-oxo-1,2-dihydro-pyridin-3-yl)-phenyl]-2-fluoro-4-hydroxy-benzamide). RXN SMILES: C([O:8][C:9]1[CH:37]=[CH:36][C:12]([C:13]([NH:15][C:16]2[CH:21]=[C:20]([C:22]3[C:23]([O:28]C)=[N:24][CH:25]=[CH:26][CH:27]=3)[CH:19]=[C:18]([C:30]([CH3:33])([CH3:32])[CH3:31])[C:17]=2[O:34][CH3:35])=[O:14])=[C:11]([F:38])[CH:10]=1)C1C=CC=CC=1.Br>CC(O)=O>[C:30]([C:18]1[C:17]([O:34][CH3:35])=[C:16]([NH:15][C:13](=[O:14])[C:12]2[CH:36]=[CH:37][C:9]([OH:8])=[CH:10][C:11]=2[F:38])[CH:21]=[C:20]([C:22]2[C:23](=[O:28])[NH:24][CH:25]=[CH:26][CH:27]=2)[CH:19]=1)([CH3:33])([CH3:31])[CH3:32]. Procedure: step 2—To a solution of 322 (88 mg, 0.171 mmol) and HOAc (3 mL) in a 2-5 mL microwave tube was added 48% HBr (0.037 mL, 0.684 mmol). The tube was sealed and heated to 60° for 4 h then to 40° overnight. The reaction was still incomplete so heating at was continued for 6 h at 70°. The reaction was cooled to RT, concentrated and stirred with dilute aq. K2CO3, then twice extracted with EtOAc, dried (MgSO4), filtered and concentrated. The crude product was purified on a SiO2 TLC plate developed with ... Reactants: BrC(C(C(C1=CC=C(C=C1)Br)=O)Br)C(C1=CC=C(C=C1)Br)=O (1,2-dibromo-1,2-di(4-bromobenzoyl) ethane), C[O-].[Na+] (sodium methoxide), [K+].[Br-] (KBr), methanol-ether. The solvent is CO (methanol), CO (methanol). Yields the product BrC1=CC=C(C(=O)C(CC(C2=CC=C(C=C2)Br)=O)OC)C=C1 (1,2-Bis(4-bromobenzoyl)-1-methoxyethane). RXN SMILES: Br[CH:2]([C:14](=[O:22])[C:15]1[CH:20]=[CH:19][C:18]([Br:21])=[CH:17][CH:16]=1)[CH:3](Br)[C:4](=[O:12])[C:5]1[CH:10]=[CH:9][C:8]([Br:11])=[CH:7][CH:6]=1.[CH3:23][O-:24].[Na+].[K+].[Br-]>CO>[Br:11][C:8]1[CH:9]=[CH:10][C:5]([C:4]([CH:3]([O:24][CH3:23])[CH2:2][C:14](=[O:22])[C:15]2[CH:20]=[CH:19][C:18]([Br:21])=[CH:17][CH:16]=2)=[O:12])=[CH:6][CH:7]=1 |f:1.2,3.4|. Procedure: To a solution of 1,2-dibromo-1,2-di(4-bromobenzoyl) ethane (11.1 g, 0.02 mole) in 150 mL dry methanol was added a solution of sodium methoxide in methanol (0.92 g sodium in 50 mL methanol). The yellow brown mixture was refluxed for 1-1.5 hr. The solvent was removed by distillation, the residue was suspended in water and the mixture was extracted with 100 mL chloroform. The chloroform extract was washed with water, dried (Na2SO4) and concentrated. The residue obtained was titrated with dry methan... Starting materials: CCc1nc2c(C)cc(C)nc2n1-c1ccc(CC(C)N(C(=O)[O-])S(=O)(=O)c2ccc(C)cc2)cc1, CO, Cl. Product: CCc1nc2c(C)cc(C)nc2n1-c1ccc(CC(C)N(C(=O)O)S(=O)(=O)c2ccc(C)cc2)cc1, Cl. RXN SMILES: [CH2:1]([CH3:2])[c:3]1[n:4][c:5]2[c:6]([n:7][c:8]([CH3:12])[cH:9][c:10]2[CH3:11])[n:13]1-[c:14]1[cH:15][cH:16][c:17]([CH2:20][CH:21]([CH3:22])[N:23]([C:24]([O-:25])=[O:26])[S:27](=[O:28])(=[O:29])[c:30]2[cH:31][cH:32][c:33]([CH3:36])[cH:34][cH:35]2)[cH:18][cH:19]1.[CH3:38][OH:39].[ClH:37]>>[CH2:1]([CH3:2])[c:3]1[n:4][c:5]2[c:6]([n:7][c:8]([CH3:12])[cH:9][c:10]2[CH3:11])[n:13]1-[c:14]1[cH:15][cH:16][c:17]([CH2:20][CH:21]([CH3:22])[N:23]([C:24](=[O:25])[OH:26])[S:27](=[O:28])(=[O:29])[c:30]2[cH:31][cH:32][c:33]([CH3:36])[cH:34][cH:35]2)[cH:18][cH:19]1.[ClH:37]. The reactants are solution, C(CCC)[Mg]Cl (n-butylmagnesium chloride), solution, solution, C(CCC)[Li] (n-butyllithium), CCCCCC (hexane), CN(C)C=O (DMF), BrC1=NC=C(C=C1)Br (2,5-dibromopyridine). The solvent is C1CCOC1 (THF), C1(=CC=CC=C1)C (toluene), C1CCOC1 (THF), C1(=CC=CC=C1)C (toluene), C1CCOC1 (THF), C1(=CC=CC=C1)C (toluene), C1CCOC1 (THF). Run at temperature -10 celsius, time 0.5 hour. Yields the product BrC1=CC=C(C=N1)C=O (6-Bromopyridine-3-carbaldehyde). The yield is 60.9%. Reaction SMILES: C([Mg]Cl)CCC.C([Li])CCC.CCCCCC.[Br:18][C:19]1[CH:24]=[CH:23][C:22](Br)=[CH:21][N:20]=1.CN([CH:29]=[O:30])C>C1(C)C=CC=CC=1.C1COCC1>[Br:18][C:19]1[N:20]=[CH:21][C:22]([CH:29]=[O:30])=[CH:23][CH:24]=1. Reported procedure: 40.1 ml of a 2M solution of n-butylmagnesium chloride in THF (80.2 mmol) were added to a solution 100.2 ml of a 1.6M solution of n-butyllithium in hexane (160.41 mmol) in 50 ml of toluene and 50 ml of THF at −10° C. to 0° C. over 0.5 h, and the mixture was stirred at −10° C. for 0.5 h. A solution of 50 g (211 mmol) of 2,5-dibromopyridine in 200 ml of toluene and 200 ml of THF was added dropwise over 1 h while maintaining the temperature of the mixture below −5° C. The resulting suspension was st...